From a dataset of the Open Reaction Database (ORD), a public repository of structured organic reaction records. describe an organic reaction: reactants, conditions, products, and yield Starting materials: C(C(C)C)(=O)O (isobutyric acid), CC=1OC=CC1 (2-methylfuran), ClC(C(=O)OC(C(Cl)Cl)=O)Cl (dichloroacetic anhydride). The solvent is C1(=CC=CC=C1)C (toluene). Reaction conditions: temperature 50 celsius, time 3 hour. The product is C(C(C)C)(=O)C=1OC(=CC1)C (2-isobutyryl-5-methylfuran). The yield is 88.6%. Reaction SMILES: [C:1]([OH:6])(=O)[CH:2]([CH3:4])[CH3:3].[CH3:7][C:8]1[O:9][CH:10]=[CH:11][CH:12]=1.ClC(Cl)C(OC(=O)C(Cl)Cl)=O>C1(C)C=CC=CC=1>[C:1]([C:10]1[O:9][C:8]([CH3:7])=[CH:12][CH:11]=1)(=[O:6])[CH:2]([CH3:4])[CH3:3]. Procedure: In 50 ml of toluene were dissolved 4.41 g (0.05 mole) of isobutyric acid, 5.34 g (0.065 mole) of 2-methylfuran and 14.39 g (0.06 mole) of dichloroacetic anhydride. To the resulting solution was added 0.71 g of boron trifluoride-diethyl ether complex and the resulting mixture was then stirred at 50° C. for 3 hours. After completion of the reaction, the reaction solution was cooled and washed successively with 5% aqueous sodium carbonate solution and water. The organic layer was concentrated under... Starting materials: Cc1ccc(S(=O)(=O)N2CC3CC3(NC(=O)OC(C)(C)C)C2c2ccccc2)cc1, C1CCOC1, N, [Na]. Product: CC(C)(C)OC(=O)NC12CC1CNC2c1ccccc1. RXN SMILES: [C:3]([CH3:4])([CH3:5])([CH3:6])[O:7][C:8]([NH:9][C:10]12[CH:11]([c:26]3[cH:27][cH:28][cH:29][cH:30][cH:31]3)[N:12]([S:16]([c:17]3[cH:18][cH:19][c:20]([CH3:21])[cH:22][cH:23]3)(=[O:24])=[O:25])[CH2:13][CH:14]1[CH2:15]2)=[O:32].[CH2:33]1[O:34][CH2:35][CH2:36][CH2:37]1.[NH3:2].[Na:1]>>[C:3]([CH3:4])([CH3:5])([CH3:6])[O:7][C:8]([NH:9][C:10]12[CH:11]([c:26]3[cH:27][cH:28][cH:29][cH:30][cH:31]3)[NH:12][CH2:13][CH:14]1[CH2:15]2)=[O:32]. Reactants: COc1ccc(C2(O)CCN(Cc3ccccc3)CC2)cc1OC, CC(=O)O. The product is COc1ccc(C2=CCN(Cc3ccccc3)CC2)cc1OC. As a reaction SMILES: [CH2:1]([c:2]1[cH:3][cH:4][cH:5][cH:6][cH:7]1)[N:8]1[CH2:9][CH2:10][C:11]([OH:14])([c:15]2[cH:16][c:17]([O:23][CH3:24])[c:18]([O:21][CH3:22])[cH:19][cH:20]2)[CH2:12][CH2:13]1.[CH3:25][C:26](=[O:27])[OH:28]>>[CH2:1]([c:2]1[cH:3][cH:4][cH:5][cH:6][cH:7]1)[N:8]1[CH2:9][CH:10]=[C:11]([c:15]2[cH:16][c:17]([O:23][CH3:24])[c:18]([O:21][CH3:22])[cH:19][cH:20]2)[CH2:12][CH2:13]1. Reactants: [H-].[Al+3].[Li+].[H-].[H-].[H-] (lithium aluminum hydride), NC1=C(C=C(C=C1C(C1=CC=CC=C1)=O)Cl)CC(=O)OCC (2-amino-3-benzoyl-5-chlorobenzeneacetic acid, ethyl ester), O (water), [OH-].[Na+] (sodium hydroxide), O (water). Solvent: O1CCCC1 (tetrahydrofuran), O1CCCC1 (tetrahydrofuran). Run at time 2 hour. Yields the product NC1=C(C=C(C=C1C(C1=CC=CC=C1)O)Cl)CCO (2-Amino-5chloro-3-[hydroxy(phenyl)methyl]benzeneethanol). RXN SMILES: [NH2:1][C:2]1[C:7]([C:8](=[O:15])[C:9]2[CH:14]=[CH:13][CH:12]=[CH:11][CH:10]=2)=[CH:6][C:5]([Cl:16])=[CH:4][C:3]=1[CH2:17][C:18](OCC)=[O:19].[H-].[Al+3].[Li+].[H-].[H-].[H-].O.[OH-].[Na+]>O1CCCC1>[NH2:1][C:2]1[C:7]([CH:8]([OH:15])[C:9]2[CH:14]=[CH:13][CH:12]=[CH:11][CH:10]=2)=[CH:6][C:5]([Cl:16])=[CH:4][C:3]=1[CH2:17][CH2:18][OH:19] |f:1.2.3.4.5.6,8.9|. Reported procedure: A solution of 15.85 g (0.05 mole) of 2-amino-3-benzoyl-5-chlorobenzeneacetic acid, ethyl ester dissolved in 100 ml of dry tetrahydrofuran was added dropwise to a suspension of 4.0 g (0.105 mole) of lithium aluminum hydride in 50 ml of dry tetrahydrofuran. Gentle reflux was maintained during the addition. Reflux was continued for 2 hours after completion of the addition. The mixture was cooled and carefully treated with 4 ml of water, 4 ml of 15% sodium hydroxide and 12 ml of water. The resulting... The reactants are C(C)C1=C(C=C(C=C1OC)C(CC(=O)OCC)C[N+](=O)[O-])OC (ethyl 3-(4-ethyl-3,5-dimethoxy-phenyl)-4-nitro-butanoate). Solvent: C(C)O (ethanol). Run at time 2.5 hour. The product is C(C)C1=C(C=C(C=C1OC)C1CC(NC1)=O)OC (4-(4-ethyl-3,5-dimethoxy-phenyl)-pyrrolidin-2-one). Isolated yield 76.5%. As a reaction SMILES: [CH2:1]([C:3]1[C:8]([O:9][CH3:10])=[CH:7][C:6]([CH:11]([CH2:18][N+:19]([O-])=O)[CH2:12][C:13](OCC)=[O:14])=[CH:5][C:4]=1[O:22][CH3:23])[CH3:2]>C(O)C>[CH2:1]([C:3]1[C:8]([O:9][CH3:10])=[CH:7][C:6]([CH:11]2[CH2:18][NH:19][C:13](=[O:14])[CH2:12]2)=[CH:5][C:4]=1[O:22][CH3:23])[CH3:2]. Procedure details: 15.1 g (46.4 mmol) of ethyl 3-(4-ethyl-3,5-dimethoxy-phenyl)-4-nitro-butanoate dissolved in 300 ml of ethanol were hydrogenated on Raney-nickel while stirring over a period of 2.5 hours. The catalyst was filtered off, washed several times with ethanol and the combined ethanol phases were concentrated in a vacuum to a volume of 200 ml. The reaction mixture was treated with 1.7 g of sodium acetate and 50 mg of p-toluenesulphonic acid and heated under reflux over 24 hours. Subsequently, the mixture... The reactants are I[C@H]([C@@]12CC[C@@H]([C@@H](C(O1)=O)C2)C(=O)N2CCN(CC2)C2=CC=C(C=C2)I)C2=CC=CC=C2 ((1S,2S,5S)-5-[(S)-iodo(phenyl)methyl]-2-[4-(4-iodophenyl)piperazin-1-yl]carbonyl-6-oxabicyclo[3.2.1]octan-7-one), C([O-])([O-])=O.[Ca+2] (Calcium carbonate). The reagents and catalysts are [Pd] (palladium). Solvent: C(C)(=O)OCC (ethyl acetate), CCOC(=O)C (EtOAc). Conditions: time 18 hour. The product is C(C1=CC=CC=C1)[C@@]12CC[C@@H]([C@@H](C(O1)=O)C2)C(=O)N2CCN(CC2)C2=CC=CC=C2 ((1S,2S,5S)-5-benzyl-2-[(4-phenylpiperazin-1-yl)carbonyl]-6-oxabicyclo[3.2.1]-octan-7-one). RXN SMILES: I[C@@H:2]([C:27]1[CH:32]=[CH:31][CH:30]=[CH:29][CH:28]=1)[C@:3]12[CH2:11][C@H:7]([C:8](=[O:10])[O:9]1)[C@@H:6]([C:12]([N:14]1[CH2:19][CH2:18][N:17]([C:20]3[CH:25]=[CH:24][C:23](I)=[CH:22][CH:21]=3)[CH2:16][CH2:15]1)=[O:13])[CH2:5][CH2:4]2.C(=O)([O-])[O-].[Ca+2]>CCOC(C)=O.[Pd]>[CH2:2]([C@:3]12[CH2:11][C@H:7]([C:8](=[O:10])[O:9]1)[C@@H:6]([C:12]([N:14]1[CH2:19][CH2:18][N:17]([C:20]3[CH:21]=[CH:22][CH:23]=[CH:24][CH:25]=3)[CH2:16][CH2:15]1)=[O:13])[CH2:5][CH2:4]2)[C:27]1[CH:32]=[CH:31][CH:30]=[CH:29][CH:28]=1 |f:1.2|. Procedure details: To a solution of (1S,2S,5S)-5-[(S)-iodo(phenyl)methyl]-2-[4-(4-iodophenyl)piperazin-1-yl]carbonyl-6-oxabicyclo[3.2.1]octan-7-one (49.0 mg, 0.0000747 mol) in ethyl acetate (5.0 mL, 0.051 mol) in a Parr bottle was added Calcium carbonate (15 mg, 0.00015 mol) and palladium (20 mg, 0.00002 mol) (as 10% Pd/C). The reaction mixture was stirred under hydrogen at 55 psi for 18 h. The reaction mixture was diluted with EtOAc, filtered through a pad of Celite and washed with EtOAc. The filtrate was concent... The reactants are ClC1=C(CC2C(N(CC2)C2CCC(CC2)=O)=O)C=CC(=C1)Cl (3-(2,4-Dichloro-benzyl)-1-(4-oxo-cyclohexyl)-pyrrolidin-2-one), [BH4-].[Na+] (sodium borohydride). The solvent is CO (MeOH). Reaction conditions: temperature 0 celsius. Yields the product ClC1=C(CC2C(N(CC2)[C@@H]2CC[C@H](CC2)O)=O)C=CC(=C1)Cl (3-(2,4-Dichloro-benzyl)-1-(trans-4-hydroxy-cyclohexyl)-pyrrolidin-2-one). Isolated yield 88.2%. RXN SMILES: [Cl:1][C:2]1[CH:21]=[C:20]([Cl:22])[CH:19]=[CH:18][C:3]=1[CH2:4][CH:5]1[CH2:9][CH2:8][N:7]([CH:10]2[CH2:15][CH2:14][C:13](=[O:16])[CH2:12][CH2:11]2)[C:6]1=[O:17].[BH4-].[Na+]>CO>[Cl:1][C:2]1[CH:21]=[C:20]([Cl:22])[CH:19]=[CH:18][C:3]=1[CH2:4][CH:5]1[CH2:9][CH2:8][N:7]([C@H:10]2[CH2:11][CH2:12][C@H:13]([OH:16])[CH2:14][CH2:15]2)[C:6]1=[O:17] |f:1.2|. Procedure: Dissolve 3-(2,4-dichloro-benzyl)-1-(4-oxo-cyclohexyl)-pyrrolidin-2-one (Example 14) (6.19 g, 18.19 mmol) in MeOH (200 mL) and cool to 0° C. under nitrogen. Add sodium borohydride (1.38 g, 36.39 mmol) and stir the solution at 0° C. for 4 hours. Add water (200 mL) and extract the aqueous layer with ethyl acetate (3×300 mL). Combine the organic layers and dry with Na2SO4, filter, concentrate and purify by flash column chromatography (silica gel, 50-80% EtOAc-Hexane) to give 5.49 g (88%) of the titl... The reactants are O (water), OC1=NC(=NC=C1)C1=CC=C(C=C1)OC[C@H](COCC(F)(F)OC(C(OC(C(OC(F)(F)F)(F)F)(F)F)(F)F)(F)F)F (4-hydroxy-2-[4-(3-(2-(2-(2-(trifluoromethoxy)tetrafluoroethoxy)tetrafluoroethoxy)-2,2-difluoroethoxy)-(S)-2-fluoropropoxy)phenyl]pyrimidine), C(CCC)OCCCCCl (4-butoxybutyl chloride), C([O-])([O-])=O.[K+].[K+] (potassium carbonate), C(C)#N (acetonitrile). Solvent: CN(C=O)C (dimethylformamide). Conditions: temperature 63 celsius. Product: C(CCC)OCCCCOC=1C=NC(=NC1)C1=CC=C(C=C1)OC[C@H](COCC(F)(F)OC(C(OC(C(OC(F)(F)F)(F)F)(F)F)(F)F)(F)F)F (5-(4-(Butoxy)butoxy)-2-[4-(-3-(2-(2-(2-(trifluoromethoxy)tetrafluoroethoxy)tetrafluoroethoxy)-2,2-difluoroethoxy)-(S)-2-fluoropropoxy)phenyl]pyrimidine), crude product. RXN SMILES: O[C:2]1C=CN=[C:4]([C:8]2[CH:13]=[CH:12][C:11]([O:14][CH2:15][C@@H:16]([F:42])[CH2:17][O:18][CH2:19][C:20]([O:23][C:24]([F:41])([F:40])[C:25]([F:39])([F:38])[O:26][C:27]([F:37])([F:36])[C:28]([F:35])([F:34])[O:29][C:30]([F:33])([F:32])[F:31])([F:22])[F:21])=[CH:10][CH:9]=2)[N:3]=1.[CH2:43]([O:47][CH2:48][CH2:49][CH2:50][CH2:51]Cl)[CH2:44][CH2:45][CH3:46].C(=O)([O-])[O-:54].[K+].[K+].O.[C:60](#[N:62])[CH3:61]>CN(C)C=O>[CH2:43]([O:47][CH2:48][CH2:49][CH2:50][CH2:51][O:54][C:61]1[CH:60]=[N:62][C:4]([C:8]2[CH:13]=[CH:12][C:11]([O:14][CH2:15][C@@H:16]([F:42])[CH2:17][O:18][CH2:19][C:20]([O:23][C:24]([F:40])([F:41])[C:25]([F:38])([F:39])[O:26][C:27]([F:36])([F:37])[C:28]([F:34])([F:35])[O:29][C:30]([F:32])([F:33])[F:31])([F:21])[F:22])=[CH:10][CH:9]=2)=[N:3][CH:2]=1)[CH2:44][CH2:45][CH3:46] |f:2.3.4|. Procedure details: The title compound was prepared by combining 5-(4-hydroxy-2-[4-(3-(2-(2-(2-(trifluoromethoxy)tetrafluoroethoxy)tetrafluoroethoxy)-2,2-difluoroethoxy)-(S)-2-fluoropropoxy)phenyl]pyrimidine (2.0 g, prepared essentially as in Example 18), 4-butoxybutyl chloride (0.63 g), and potassium carbonate (0.58 g) in a mixture of acetonitrile (12 mL) and dimethylformamide (16 mL). The resulting mixture was heated to 63° C. for 12 hours. Deionized water (30 mL) was added to the mixture, and the mixture was coo...